From a dataset of the Open Reaction Database (ORD), a public repository of structured organic reaction records. describe an organic reaction: reactants, conditions, products, and yield Starting materials: acid chloride, ClC=1C=C(C=2C(=C(ON2)C2=CC=CC=C2)C1)CC(=O)O (5-chloro-3-phenyl-2,1-benzisoxazole-7-acetic acid), OC1(CCNCC1)C1=CC=CC=C1 (4-hydroxy-4-phenyl-piperidine). The product is ClC=1C=C(C=2C(=C(ON2)C2=CC=CC=C2)C1)CC(=O)N1CCC(CC1)(C1=CC=CC=C1)O (5-Chloro-7-[2-(4-hydroxy-4-phenyl-1-piperidinyl)-2-oxoethyl]-3-phenyl-2,1-benzisoxazole). Reaction SMILES: [Cl:1][C:2]1[CH:3]=[C:4]([CH2:17][C:18]([OH:20])=O)[C:5]2[C:6]([CH:16]=1)=[C:7]([C:10]1[CH:15]=[CH:14][CH:13]=[CH:12][CH:11]=1)[O:8][N:9]=2.[OH:21][C:22]1([C:28]2[CH:33]=[CH:32][CH:31]=[CH:30][CH:29]=2)[CH2:27][CH2:26][NH:25][CH2:24][CH2:23]1>>[Cl:1][C:2]1[CH:3]=[C:4]([CH2:17][C:18]([N:25]2[CH2:26][CH2:27][C:22]([OH:21])([C:28]3[CH:29]=[CH:30][CH:31]=[CH:32][CH:33]=3)[CH2:23][CH2:24]2)=[O:20])[C:5]2[C:6]([CH:16]=1)=[C:7]([C:10]1[CH:11]=[CH:12][CH:13]=[CH:14][CH:15]=1)[O:8][N:9]=2. Procedure: The title compound is prepared by reacting the acid chloride of 5-chloro-3-phenyl-2,1-benzisoxazole-7-acetic acid with 4-hydroxy-4-phenyl-piperidine in an aprotic solvent and washing the reaction mixture with sodium bicarbonate solution. Yields the product CC(C)(C)c1cc(-c2nc3n(c2SC#N)CCS3)cc(C(C)(C)C)c1O. The reactants are Br, CC(C)(C)c1cc(-c2cn3c(n2)SCC3)cc(C(C)(C)C)c1O, CC(=O)O, [Na+], O, N#C[S-]. Reaction SMILES: [Br:28].[C:1]([CH3:2])([CH3:3])([CH3:4])[c:5]1[cH:6][c:7](-[c:16]2[n:17][c:18]3[n:22]([cH:23]2)[CH2:21][CH2:20][S:19]3)[cH:8][c:9]([C:12]([CH3:13])([CH3:14])[CH3:15])[c:10]1[OH:11].[CH3:30][C:31](=[O:32])[OH:33].[Na+:24].[OH2:29].[S-:25][C:26]#[N:27]>>[C:1]([CH3:2])([CH3:3])([CH3:4])[c:5]1[cH:6][c:7](-[c:16]2[n:17][c:18]3[n:22]([c:23]2[S:25][C:26]#[N:27])[CH2:21][CH2:20][S:19]3)[cH:8][c:9]([C:12]([CH3:13])([CH3:14])[CH3:15])[c:10]1[OH:11]. The reactants are N#CBr (cyanogen bromide), BrC1=CC=C(N)C=C1 (4-bromoaniline). As a reaction SMILES: [N:1]#[C:2]Br.[Br:4][C:5]1[CH:11]=[CH:10][C:8]([NH2:9])=[CH:7][CH:6]=1>C(OCC)C>[Br:4][C:5]1[CH:11]=[CH:10][C:8]([NH:9][C:2]#[N:1])=[CH:7][CH:6]=1. Run at time 3 day. The product is BrC1=CC=C(C=C1)NC#N (4-bromophenylcyanamide). Yield: 91.8%. Procedure details: A mixture of cyanogen bromide (5.0 g, 47 mmol), and 4-bromoaniline (17.8 g, 103.4 mmol) in diethylether (150 mL) was stirred for 3 days under nitrogen atmosphere. The reaction was filtered, and the filtrate was concentrated in vacuo at room temperature to give 4-bromophenylcyanamide (8.5 g, 92%) as an off white solid. The solvent is C(C)OCC (diethylether). The reactants are C([O-])([O-])=O.[Cs+].[Cs+] (cesium carbonate), BrCCO[Si](C)(C)C(C)(C)C ((2-bromoethoxy)-tert-butyldimethylsilane), C1=CC=NC=2NC(CC3=C(C21)C=CC=C3)=O (5,7-dihydropyrido[2,3-d][3]benzazepin-6-one). The solvent is CN(C=O)C (dimethylformamide). Reaction conditions: temperature 40 celsius, time 8 hour. The product is [Si](C)(C)(C(C)(C)C)OCCN1C(CC2=C(C3=C1N=CC=C3)C=CC=C2)=O (5-[2-(tert-Butyl(dimethyl)silyl)oxyethyl]-7H-pyrido[2,3-d][3]benzazepin-6-one). The yield is 100.0%. As a reaction SMILES: [CH:1]1[C:11]2[C:10]3[CH:12]=[CH:13][CH:14]=[CH:15][C:9]=3[CH2:8][C:7](=[O:16])[NH:6][C:5]=2[N:4]=[CH:3][CH:2]=1.C(=O)([O-])[O-].[Cs+].[Cs+].Br[CH2:24][CH2:25][O:26][Si:27]([C:30]([CH3:33])([CH3:32])[CH3:31])([CH3:29])[CH3:28]>CN(C)C=O>[Si:27]([O:26][CH2:25][CH2:24][N:6]1[C:5]2[N:4]=[CH:3][CH:2]=[CH:1][C:11]=2[C:10]2[CH:12]=[CH:13][CH:14]=[CH:15][C:9]=2[CH2:8][C:7]1=[O:16])([C:30]([CH3:33])([CH3:32])[CH3:31])([CH3:29])[CH3:28] |f:1.2.3|. Procedure: Heat a mixture 5,7-dihydropyrido[2,3-d][3]benzazepin-6-one (22.5 g, 106.9 mmol) and dimethylformamide (500 mL) to 100° C. for 5 minutes. Cool to 40° C., add cesium carbonate (104.3 g, 320.1 mmol) and (2-bromoethoxy)-tert-butyldimethylsilane (29.9 mL, 138.9 mmol) and stir at ambient temperature overnight. Heat to 60° C. for approximately 2 hours, and then cool to ambient temperature. Partition the residue between ethyl acetate (1 L) and water (3 L), back extract from aqueous layer with ethyl acet... Starting materials: CCCCC(C(C)=O)C(=O)OC, [K+], C1COCCO1, [OH-]. Product: CCCCC(C(C)=O)C(=O)O. As a reaction SMILES: [C:1]([CH3:2])(=[O:3])[CH:4]([C:5](=[O:6])[O:7][CH3:8])[CH2:9][CH2:10][CH2:11][CH3:12].[K+:14].[O:15]1[CH2:16][CH2:17][O:18][CH2:19][CH2:20]1.[OH-:13]>>[C:1]([CH3:2])(=[O:3])[CH:4]([C:5](=[O:6])[OH:7])[CH2:9][CH2:10][CH2:11][CH3:12]. The product is CCCCCCCN(CCc1ccc(Cl)cc1)C(=O)Cc1ccc(COc2ccccc2C(=O)OC)cc1. Starting materials: F[B-](F)(F)F, CCN(C(C)C)C(C)C, COC(=O)c1ccccc1OCc1ccc(CC(=O)O)cc1, CCOC(C)=O, CCCCCCCNCCc1ccc(Cl)cc1, CN(C)C=O, CN(C)C(On1nnc2ccccc21)=[N+](C)C. As a reaction SMILES: [B-:40]([F:41])([F:42])([F:43])[F:44].[CH2:62]([N:63]([CH:64]([CH3:65])[CH3:66])[CH:67]([CH3:68])[CH3:69])[CH3:70].[CH3:18][O:19][C:20](=[O:21])[c:22]1[c:23]([O:24][CH2:25][c:26]2[cH:27][cH:28][c:29]([CH2:32][C:33](=[O:34])[OH:35])[cH:30][cH:31]2)[cH:36][cH:37][cH:38][cH:39]1.[CH3:76][CH2:77][O:78][C:79]([CH3:80])=[O:81].[Cl:1][c:2]1[cH:3][cH:4][c:5]([CH2:8][CH2:9][NH:10][CH2:11][CH2:12][CH2:13][CH2:14][CH2:15][CH2:16][CH3:17])[cH:6][cH:7]1.[O:71]=[CH:72][N:73]([CH3:74])[CH3:75].[n:45]1([O:46][C:47]([N:48]([CH3:49])[CH3:50])=[N+:51]([CH3:52])[CH3:53])[c:54]2[cH:55][cH:56][cH:57][cH:58][c:59]2[n:60][n:61]1>>[Cl:1][c:2]1[cH:3][cH:4][c:5]([CH2:8][CH2:9][N:10]([CH2:11][CH2:12][CH2:13][CH2:14][CH2:15][CH2:16][CH3:17])[C:33]([CH2:32][c:29]2[cH:28][cH:27][c:26]([CH2:25][O:24][c:23]3[c:22]([C:20]([O:19][CH3:18])=[O:21])[cH:39][cH:38][cH:37][cH:36]3)[cH:31][cH:30]2)=[O:35])[cH:6][cH:7]1. Reactants: Cc1cc(C#N)cnc1CC(C)C, CO, Cl, NO. The product is Cc1cc(C(=N)NO)cnc1CC(C)C. RXN SMILES: [CH2:4]([CH:5]([CH3:6])[CH3:7])[c:8]1[n:9][cH:10][c:11]([C:12]#[N:13])[cH:14][c:15]1[CH3:16].[CH3:17][OH:18].[ClH:1].[NH2:2][OH:3]>>[NH:2]([OH:3])[C:12]([c:11]1[cH:10][n:9][c:8]([CH2:4][CH:5]([CH3:6])[CH3:7])[c:15]([CH3:16])[cH:14]1)=[NH:13]. The reactants are C1(=CC=CC=C1)C1=NC2=C(N1CC1=CC=C(C=C1)C=1C(=CC=CC1)C(=O)OC(C)(C)C)C=CC=C2 (tert.butyl 4'-[(2-phenyl-benzimidazol-1-yl)-methyl]biphenyl-2-carboxylate), FC(C(=O)O)(F)F (trifluoroacetic acid). Procedure: Prepared in analogous manner to Example 9 from tert.butyl 4'-[(2-phenyl-benzimidazol-1-yl)-methyl]biphenyl-2-carboxylate and trifluoroacetic acid. Reaction SMILES: [C:1]1([C:7]2[N:11]([CH2:12][C:13]3[CH:18]=[CH:17][C:16]([C:19]4[C:20]([C:25]([O:27]C(C)(C)C)=[O:26])=[CH:21][CH:22]=[CH:23][CH:24]=4)=[CH:15][CH:14]=3)[C:10]3[CH:32]=[CH:33][CH:34]=[CH:35][C:9]=3[N:8]=2)[CH:6]=[CH:5][CH:4]=[CH:3][CH:2]=1.FC(F)(F)C(O)=O>>[C:1]1([C:7]2[N:11]([CH2:12][C:13]3[CH:18]=[CH:17][C:16]([C:19]4[C:20]([C:25]([OH:27])=[O:26])=[CH:21][CH:22]=[CH:23][CH:24]=4)=[CH:15][CH:14]=3)[C:10]3[CH:32]=[CH:33][CH:34]=[CH:35][C:9]=3[N:8]=2)[CH:2]=[CH:3][CH:4]=[CH:5][CH:6]=1. The product is C1(=CC=CC=C1)C1=NC2=C(N1CC1=CC=C(C=C1)C=1C(=CC=CC1)C(=O)O)C=CC=C2 (4'-[(2-Phenyl-benzimidazol-1-yl)-methyl]biphenyl-2-carboxylic acid). Run at temperature 100 celsius, time 72 hour. Starting materials: O=C1N(C(C2=CC=CC=C12)=O)CCC1(C(N(C2=CC=CC=C12)C(=O)OC(C)(C)C)=O)C (tert-butyl 3-(2-(1,3-dioxoisoindolin-2-yl)ethyl)-3-methyl-2-oxoindoline-1-carboxylate), Cl (hydrochloric acid). Reaction SMILES: O=C1C2C(=CC=CC=2)C(=O)[N:3]1[CH2:12][CH2:13][C:14]1([CH3:31])[C:22]2[C:17](=[CH:18][CH:19]=[CH:20][CH:21]=2)[N:16](C(OC(C)(C)C)=O)[C:15]1=[O:30].[ClH:32]>>[ClH:32].[NH2:3][CH2:12][CH2:13][C:14]1([CH3:31])[C:22]2[C:17](=[CH:18][CH:19]=[CH:20][CH:21]=2)[NH:16][C:15]1=[O:30] |f:2.3|. Procedure: A mixture of tert-butyl 3-(2-(1,3-dioxoisoindolin-2-yl)ethyl)-3-methyl-2-oxoindoline-1-carboxylate (600 mg, 1.43 mmol) and hydrochloric acid (5 mL) in a sealed tube was stirred at 100° C. for 72 h. After cooling to room temperature, the reaction mixture was extracted with ethyl acetate. The aqueous layer was concentrated to dryness to give a crude product (350 mg, crude) as a yellow solid, which was used directly for next step without further purification. MS (ESI) m/z 191.1 [M+H]+ Yields the product Cl.NCCC1(C(NC2=CC=CC=C12)=O)C (3-(2-Aminoethyl)-3-methylindolin-2-one hydrochloride).